This data is from the Open Reaction Database (ORD), a public repository of structured organic reaction records. The task is: describe an organic reaction: reactants, conditions, products, and yield Procedure: To a solution of methyl 4-methylthiophene-2-carboxylate (2.7 g, 6.4 mmol) in dichloromethane (20 mL) is added 48% aq. HBr (12 mL), H2SO4 (6 mL), ZnBr2 (5.4 g), and HCHO (2.2 mL, 37%) at 0-5° C. The mixture is stirred at room temperature for 16 hours. The solution is diluted with water, extracted with dichloromethane, washed with NaHCO3 solution, saturated brine solution, water, dried over sodium sulfate, and concentrated to give the title compound as an off white solid (3.5 g, 81%). Reagents/catalysts: [Zn+2].[Br-].[Br-] (ZnBr2). Yields the product BrCC1=C(C=C(S1)C(=O)OC)C (Methyl 5-(bromomethyl)-4-methyl-thiophene-2-carboxylate), solid. Starting materials: CC=1C=C(SC1)C(=O)OC (methyl 4-methylthiophene-2-carboxylate), Br (HBr), OS(=O)(=O)O (H2SO4), C=O (HCHO). Isolated yield 81.0%. Reaction conditions: time 16 hour. Run in ClCCl (dichloromethane), O (water). Reaction SMILES: [CH3:1][C:2]1[CH:3]=[C:4]([C:7]([O:9][CH3:10])=[O:8])[S:5][CH:6]=1.[BrH:11].OS(O)(=O)=O.[CH2:17]=O>ClCCl.O.[Zn+2].[Br-].[Br-]>[Br:11][CH2:17][C:6]1[S:5][C:4]([C:7]([O:9][CH3:10])=[O:8])=[CH:3][C:2]=1[CH3:1] |f:6.7.8|.